This data is from the Open Reaction Database (ORD), a public repository of structured organic reaction records. The task is: describe an organic reaction: reactants, conditions, products, and yield Run at temperature 105 celsius, time 1 hour. Product: FC1=C(C=C(C=C1)F)C1=NC2=CC(=CC=C2C(=C1C)N1CC(C2=CC=C(C=C12)N1CCOCC1)(C)C)F (2-(2,5-difluorophenyl)-4-(3,3-dimethyl-6-(4-morpholinyl)-2,3-dihydro-1H-indol-1-yl)-7-fluoro-3-methylquinoline). Reaction SMILES: [F:1][C:2]1[CH:7]=[CH:6][C:5]([F:8])=[CH:4][C:3]=1[C:9]1[C:18]([CH3:19])=[C:17]([N:20]2[C:28]3[C:23](=[CH:24][CH:25]=[C:26](I)[CH:27]=3)[C:22]([CH3:31])([CH3:30])[CH2:21]2)[C:16]2[C:11](=[CH:12][C:13]([F:32])=[CH:14][CH:15]=2)[N:10]=1.[NH:33]1[CH2:38][CH2:37][O:36][CH2:35][CH2:34]1.C1(P(C2CCCCC2)C2C=CC=CC=2C2C(C(C)C)=CC(C(C)C)=CC=2C(C)C)CCCCC1.CC([O-])(C)C.[Na+]>C1(C)C=CC=CC=1.C1C=CC(/C=C/C(/C=C/C2C=CC=CC=2)=O)=CC=1.C1C=CC(/C=C/C(/C=C/C2C=CC=CC=2)=O)=CC=1.C1C=CC(/C=C/C(/C=C/C2C=CC=CC=2)=O)=CC=1.[Pd].[Pd]>[F:1][C:2]1[CH:7]=[CH:6][C:5]([F:8])=[CH:4][C:3]=1[C:9]1[C:18]([CH3:19])=[C:17]([N:20]2[C:28]3[C:23](=[CH:24][CH:25]=[C:26]([N:33]4[CH2:38][CH2:37][O:36][CH2:35][CH2:34]4)[CH:27]=3)[C:22]([CH3:31])([CH3:30])[CH2:21]2)[C:16]2[C:11](=[CH:12][C:13]([F:32])=[CH:14][CH:15]=2)[N:10]=1 |f:3.4,6.7.8.9.10|. Solvent: C1(=CC=CC=C1)C (toluene). Reagents/catalysts: C=1C=CC(=CC1)/C=C/C(=O)/C=C/C2=CC=CC=C2.C=1C=CC(=CC1)/C=C/C(=O)/C=C/C2=CC=CC=C2.C=1C=CC(=CC1)/C=C/C(=O)/C=C/C2=CC=CC=C2.[Pd].[Pd] (Pd2dba3). Procedure details: Prepared according to procedure N using 2-(2,5-difluorophenyl)-7-fluoro-4-(6-iodo-3,3-dimethylindolin-1-yl)-3-methylquinoline (166 mg, 0.31 mmol) (described herein), morpholine (53.1 μL, 0.61 mmol), Pd2dba3 (41.9 mg, 0.046 mmol), dicyclohexyl(2′,4′,6′-triisopropylbiphenyl-2-yl)phosphine (43.6 mg, 0.091 mmol), and sodium 2-methylpropan-2-olate (88 mg, 0.915 mmol) in toluene (3.0 mL). The reaction mixture was stirred at 105° C. for 1 h. Purification afforded 2-(2,5-difluorophenyl)-4-(3,3-dimethyl-... The reactants are FC1=C(C=C(C=C1)F)C1=NC2=CC(=CC=C2C(=C1C)N1CC(C2=CC=C(C=C12)I)(C)C)F (2-(2,5-difluorophenyl)-7-fluoro-4-(6-iodo-3,3-dimethylindolin-1-yl)-3-methylquinoline), CC(C)(C)[O-].[Na+] (sodium 2-methylpropan-2-olate), N1CCOCC1 (morpholine), C1(CCCCC1)P(C1=C(C=CC=C1)C1=C(C=C(C=C1C(C)C)C(C)C)C(C)C)C1CCCCC1 (dicyclohexyl(2′,4′,6′-triisopropylbiphenyl-2-yl)phosphine). Starting materials: ClC1=CC=C(C=C1)C[C@H](C(=O)N1CCC(CC1)C1=C(C=CC=C1)NS(=O)(=O)C)NC(=O)[C@H]1C[C@H](CC1)NC(=O)OC(C)(C)C (N-[(1R)-1-[(4-chlorophenyl)methyl]-2-(4-{2-[(methylsulfonyl)-amino]phenyl}-piperidyl)-2-oxoethyl]{(3S, 1R)-3-[(tert-butoxy)carbonylamino]-cyclopentyl)-carboxamide), C(=O)(C(F)(F)F)O (TFA). Run in C(Cl)Cl (CH2Cl2). Conditions: time 2 hour. Yields the product ClC1=CC=C(C=C1)C[C@H](C(=O)N1CCC(CC1)C1=C(C=CC=C1)NS(=O)(=O)C)NC(=O)[C@H]1C[C@H](CC1)N (N-[(1R)-1-[(4-Chlorophenyl)methyl]-2-(4-{2-[(methylsulfonyl)amino]phenyl}-piperidyl)-2-oxoethyl]((3S, 1R) 3-aminocyclopentyl)carboxamide). RXN SMILES: [Cl:1][C:2]1[CH:7]=[CH:6][C:5]([CH2:8][C@@H:9]([NH:29][C:30]([C@@H:32]2[CH2:36][CH2:35][C@H:34]([NH:37]C(OC(C)(C)C)=O)[CH2:33]2)=[O:31])[C:10]([N:12]2[CH2:17][CH2:16][CH:15]([C:18]3[CH:23]=[CH:22][CH:21]=[CH:20][C:19]=3[NH:24][S:25]([CH3:28])(=[O:27])=[O:26])[CH2:14][CH2:13]2)=[O:11])=[CH:4][CH:3]=1.C(O)(C(F)(F)F)=O>C(Cl)Cl>[Cl:1][C:2]1[CH:3]=[CH:4][C:5]([CH2:8][C@@H:9]([NH:29][C:30]([C@@H:32]2[CH2:36][CH2:35][C@H:34]([NH2:37])[CH2:33]2)=[O:31])[C:10]([N:12]2[CH2:17][CH2:16][CH:15]([C:18]3[CH:23]=[CH:22][CH:21]=[CH:20][C:19]=3[NH:24][S:25]([CH3:28])(=[O:27])=[O:26])[CH2:14][CH2:13]2)=[O:11])=[CH:6][CH:7]=1. Procedure details: To a 50 mL round-bottomed flask was added N-[(1R)-1-[(4-chlorophenyl)methyl]-2-(4-{2-[(methylsulfonyl)-amino]phenyl}-piperidyl)-2-oxoethyl]{(3S, 1R)-3-[(tert-butoxy)carbonylamino]-cyclopentyl)-carboxamide (Step a) (323 mg, 0.5 mmol) followed by a 50% soln of TFA in CH2Cl2 (20 mL). After stirring for 2 h, the solvent was removed in vacuo. Purification by preparative HPLC [Phenomenex; 5 μm 250×21.2 mm, 5% to 95% CH3CN (0.1% TFA) in H2O (0.1% TFA) over 30 min, then 100% CH3CN (0.1% TFA) for 2 min]p... Starting materials: aqueous solution, [OH-].[Na+] (sodium hydroxide), C(C)(=O)OC1=C(C(=O)NC2=C(C(=O)OC)C=CC(=C2)C=2OC=CC2)C=C(C=C1)OC (methyl 2-(2-acetoxy-5-methoxybenzamido)-4-(furan-2-yl)benzoate), aqueous solution, C(CC(O)(C(=O)O)CC(=O)O)(=O)O (citric acid). The solvent is O1CCOCC1 (Dioxane). Run at temperature 52.5 celsius, time 30 minute. Yields the product O1C(=CC=C1)C1=CC(=C(C(=O)O)C=C1)NC(C1=C(C=CC(=C1)OC)O)=O (4-(furan-2-yl)-2-(2-hydroxy-5-methoxybenzamido)benzoic acid). The yield is 98.4%. RXN SMILES: [OH-].[Na+].C([O:6][C:7]1[CH:30]=[CH:29][C:28]([O:31][CH3:32])=[CH:27][C:8]=1[C:9]([NH:11][C:12]1[CH:21]=[C:20]([C:22]2[O:23][CH:24]=[CH:25][CH:26]=2)[CH:19]=[CH:18][C:13]=1[C:14]([O:16]C)=[O:15])=[O:10])(=O)C.C(O)(=O)CC(CC(O)=O)(C(O)=O)O>O1CCOCC1>[O:23]1[CH:24]=[CH:25][CH:26]=[C:22]1[C:20]1[CH:19]=[CH:18][C:13]([C:14]([OH:16])=[O:15])=[C:12]([NH:11][C:9](=[O:10])[C:8]2[CH:27]=[C:28]([O:31][CH3:32])[CH:29]=[CH:30][C:7]=2[OH:6])[CH:21]=1 |f:0.1|. Procedure: Dioxane (2.0 mL) and a 4 mol/L aqueous solution of sodium hydroxide (0.22 mL) were added to the obtained methyl 2-(2-acetoxy-5-methoxybenzamido)-4-(furan-2-yl)benzoate (0.073 g), followed by stirring at 50 to 55° C. for 2 hours and 30 minutes. The reaction mixture was cooled to room temperature, and a 10% aqueous solution of citric acid (6 mL) was added thereto. The solid substance was collected by filtration to obtain 0.062 g of 4-(furan-2-yl)-2-(2-hydroxy-5-methoxybenzamido)benzoic acid as a w...